From a dataset of the Open Reaction Database (ORD), a public repository of structured organic reaction records. describe an organic reaction: reactants, conditions, products, and yield The reactants are O=[N+]([O-])c1c[nH]nc1-c1nc2cc(CN3CCOCC3)ccc2[nH]1, CN(C)C=O. Yields the product Nc1c[nH]nc1-c1nc2cc(CN3CCOCC3)ccc2[nH]1. Reaction SMILES: [O:1]1[CH2:2][CH2:3][N:4]([CH2:7][c:8]2[cH:9][c:10]3[c:11]([nH:12][c:13](-[c:15]4[n:16][nH:17][cH:18][c:19]4[N+:20]([O-:21])=[O:22])[n:14]3)[cH:23][cH:24]2)[CH2:5][CH2:6]1.[O:25]=[CH:26][N:27]([CH3:28])[CH3:29]>>[O:1]1[CH2:2][CH2:3][N:4]([CH2:7][c:8]2[cH:9][c:10]3[c:11]([nH:12][c:13](-[c:15]4[n:16][nH:17][cH:18][c:19]4[NH2:20])[n:14]3)[cH:23][cH:24]2)[CH2:5][CH2:6]1.